describe an organic reaction: reactants, conditions, products, and yield From a dataset of the Open Reaction Database (ORD), a public repository of structured organic reaction records. The reactants are CC=1C=CC(=C(C1)NC(OC(C)(C)C)=O)B1OC(C(O1)(C)C)(C)C (tert-butyl 5-methyl-2-(4,4,5,5-tetramethyl-1,3,2-dioxaborolan-2-yl)phenylcarbamate), C([O-])([O-])=O.[Na+].[Na+] (sodium carbonate), C1=CC=NC2=C(N=C3C(=C12)C=CC=C3)N (Benzo[f][1,7]naphthyridin-5-amine), tetrakis(triphenyl-phosphine)palladium. The solvent is C1(=CC=CC=C1)C.C(C)O (toluene ethanol), CO (methanol). Yields the product CC1=CC=2C(=C3C=C(C=NC3=C(N2)N)C=C)C=C1 (8-methyl-2-vinylbenzo[f][1,7]naphthyridin-5-amine). Reaction SMILES: [CH3:1][C:2]1C=CC(B2OC(C)(C)C(C)(C)O2)=C(NC(=O)OC(C)(C)C)C=1.[CH:25]1[C:34]2[C:29](=[C:30]([NH2:39])[N:31]=[C:32]3[CH:38]=[CH:37][CH:36]=[CH:35][C:33]3=2)[N:28]=[CH:27][CH:26]=1.[C:40](=O)([O-])[O-].[Na+].[Na+]>C1(C)C=CC=CC=1.C(O)C.CO>[CH3:40][C:37]1[CH:36]=[CH:35][C:33]2=[C:34]3[C:29](=[C:30]([NH2:39])[N:31]=[C:32]2[CH:38]=1)[N:28]=[CH:27][C:26]([CH:1]=[CH2:2])=[CH:25]3 |f:2.3.4,5.6|. Reported procedure: A solution of tert-butyl 5-methyl-2-(4,4,5,5-tetramethyl-1,3,2-dioxaborolan-2-yl)phenylcarbamate (from Example 5/step 2) (1.0 eq.) and 3-chloro-5-vinylpicolinonitrile (from Example 29/Step 1) (1.0 eq.), tetrakis(triphenyl-phosphine)palladium (5 mol %), and 2N aqueous sodium carbonate solution (2.0 eq.) in toluene/ethanol (2:1, 0.03 M) was stiffed at 100° C. overnight. After cooling to ambient temperature, the reaction content was diluted with methanol. The insoluble solids were filtered off, and... Starting materials: CC1(CC=C(C=2C=C(C=CC12)C#CC1=CC=C(C(=O)OCC)C=C1)C=1SC=CN1)C (ethyl 4-[(7,8-dihydro-8,8-dimethyl-5-(2-thiazolyl)naphth-3-yl)ethynyl]benzoate), CC1(CC=C(C=2C=C(C=CC12)C#CC1=CC=C(C(=O)OCC)C=C1)C=1SC=CN1)C (ethyl 4-[(7,8-dihydro-8,8-dimethyl-5-(2-thiazolyl)naphth-3-yl)ethynyl]benzoate), FC(S(=O)(=O)OC=1C=2C=C(C=CC2C(CC1)(C)C)C#CC1=CC=C(C(=O)OCC)C=C1)(F)F (ethyl 4-[(5-trifluoromethylsulfonyloxy-7,8-dihydro-8,8-dimethylnaphth-3-yl)ethynyl]benzoate), FC(S(=O)(=O)OC=1C=2C=C(C=CC2C(CC1)(C)C)C#CC1=CC=C(C(=O)OCC)C=C1)(F)F (ethyl 4-[(5-trifluoromethylsulfonyloxy-7,8-dihydro-8,8-dimethylnaphth-3-yl)ethynyl]benzoate). The product is CC1(CC=C(C=2C=C(C=CC12)C#CC1=CC=C(C(=O)OCC)C=C1)C1=NC=CC=C1)C (Ethyl 4-[(7,8-dihydro-8,8-dimethyl-5-(2-pyridyl)naphth-3-yl )ethynyl]benzoate). As a reaction SMILES: [CH3:1][C:2]1([CH3:30])[C:11]2[CH:10]=[CH:9][C:8]([C:12]#[C:13][C:14]3[CH:24]=[CH:23][C:17]([C:18]([O:20][CH2:21][CH3:22])=[O:19])=[CH:16][CH:15]=3)=[CH:7][C:6]=2[C:5]([C:25]2S[CH:27]=[CH:28][N:29]=2)=[CH:4][CH2:3]1.FC(F)(F)S(O[C:37]1C2C=C(C#CC3C=CC(C(OCC)=O)=CC=3)C=CC=2C(C)(C)C[CH:46]=1)(=O)=O>>[CH3:1][C:2]1([CH3:30])[C:11]2[CH:10]=[CH:9][C:8]([C:12]#[C:13][C:14]3[CH:24]=[CH:23][C:17]([C:18]([O:20][CH2:21][CH3:22])=[O:19])=[CH:16][CH:15]=3)=[CH:7][C:6]=2[C:5]([C:25]2[CH:46]=[CH:37][CH:27]=[CH:28][N:29]=2)=[CH:4][CH2:3]1. Procedure details: Employing the same general procedure as for the preparation of ethyl 4-[(7,8-dihydro-8,8-dimethyl-5-(2-thiazolyl)naphth-2-yl)ethynyl]benzoate (Compound 67), 250.0 mg (0.52 mmol) of ethyl 4-[(5-trifluoromethylsulfonyloxy-7,8-dihydro-8,8-dimethylnaphth-3-yl)ethynyl]benzoate (Compound 66) was converted into the title compound (colorless solid) using 142.4 mg (1.045 mmol) of zinc chloride, 24.1 mg (0.02 mmol) of tetrakis(triphenylphosphine)palladium(0) and 2-lithiopyridine (prepared by the addition ... Reactants: ClC1=CC=C(C=C1)C1(CC1)C(=O)O (1-(4-chlorophenyl)cyclopropanecarboxylic acid), NCCCN1CCC(CC1)C=1C=C(C=CC1)NC(C(C)C)=O (N-{3-[1-(3-aminopropyl)-4-piperidinyl]phenyl}-2-methylpropanamide), CH2Cl3. Yields the product ClC1=CC=C(C=C1)C1(CC1)C(=O)NCCCN1CCC(CC1)C1=CC(=CC=C1)NC(C(C)C)=O (1-(4-CHLOROPHENYL)-N-(3-{4-[3-(ISOBUTYRYLAMINO)PHENYL]-1-PIPERIDINYL}PROPYL)CYCLOPROPANECARBOXAMIDE). Reaction SMILES: [Cl:1][C:2]1[CH:7]=[CH:6][C:5]([C:8]2([C:11]([OH:13])=O)[CH2:10][CH2:9]2)=[CH:4][CH:3]=1.[NH2:14][CH2:15][CH2:16][CH2:17][N:18]1[CH2:23][CH2:22][CH:21]([C:24]2[CH:25]=[C:26]([NH:30][C:31](=[O:35])[CH:32]([CH3:34])[CH3:33])[CH:27]=[CH:28][CH:29]=2)[CH2:20][CH2:19]1>>[Cl:1][C:2]1[CH:3]=[CH:4][C:5]([C:8]2([C:11]([NH:14][CH2:15][CH2:16][CH2:17][N:18]3[CH2:23][CH2:22][CH:21]([C:24]4[CH:29]=[CH:28][CH:27]=[C:26]([NH:30][C:31](=[O:35])[CH:32]([CH3:33])[CH3:34])[CH:25]=4)[CH2:20][CH2:19]3)=[O:13])[CH2:9][CH2:10]2)=[CH:6][CH:7]=1. Procedure: Example 44 was prepared from 1-(4-chlorophenyl)cyclopropanecarboxylic acid and N-{3-[1-(3-aminopropyl)-4-piperidinyl]phenyl}-2-methylpropanamide according to the procedures described in Scheme 9: 1H NMR (400 MHz, CDCl3) δ 7.47 (s, 1H), 7.40 (s, 1H), 7.36–7.30 (m, 5H), 7.27–7.20 (m, 1H), 6.93 (d, 1H, J=7.6 Hz), 5.70–5.63 (m, 1H), 3.24 (q, 2H, J=6.6 Hz), 2.84 (d, 2H, J=11.4 Hz), 2.52 (quintet, 1H, J=7.2 Hz), 2.47–2.37 (m, 1H), 2.26 (t, 2H, J=7.2 Hz), 1.92 (t, 2H, J=11.6 Hz), 1.75 (d, 2H, J=12.5 Hz... Reactants: CC1(C(CCC1)C1=C(C(=CC(=C1)C(=O)OC)F)C1=C(C=CC(=C1)OC)F)C (Methyl 2-(2,2-dimethylcyclopentyl)-2′,6-difluoro-5′-(methyloxy)-1,1′-biphenyl-4-carboxylate), [H-].[H-].[H-].[H-].[Li+].[Al+3] (LAH), [OH-].[Na+] (NaOH). Run in C1CCOC1 (THF). Reaction conditions: temperature 0 celsius, time 45 minute. The product is CC1(C(CCC1)C1=C(C(=CC(=C1)CO)F)C1=C(C=CC(=C1)OC)F)C ((2-(2,2-Dimethylcyclopentyl)-2′,6-difluoro-5′-(methyloxy)-1,1′-biphenyl-4-yl)methanol). The yield is 46.2%. Reaction SMILES: [CH3:1][C:2]1([CH3:27])[CH2:6][CH2:5][CH2:4][CH:3]1[C:7]1[CH:12]=[C:11]([C:13](OC)=[O:14])[CH:10]=[C:9]([F:17])[C:8]=1[C:18]1[CH:23]=[C:22]([O:24][CH3:25])[CH:21]=[CH:20][C:19]=1[F:26].[H-].[H-].[H-].[H-].[Li+].[Al+3].[OH-].[Na+]>C1COCC1>[CH3:1][C:2]1([CH3:27])[CH2:6][CH2:5][CH2:4][CH:3]1[C:7]1[CH:12]=[C:11]([CH2:13][OH:14])[CH:10]=[C:9]([F:17])[C:8]=1[C:18]1[CH:23]=[C:22]([O:24][CH3:25])[CH:21]=[CH:20][C:19]=1[F:26] |f:1.2.3.4.5.6,7.8|. Reported procedure: To a cooled solution of 83.20A (0.7036 g, 1.879 mmol) in dry THF (15 mL) at 0° C. was added LAH (1.0 M in THF) (4 mL, 4.0 mmol) dropwise. Upon complete addition, the reaction was maintained at 0° C. and was monitored by TLC and LCMS. After 45 minutes, 1N NaOH was added to quench the reaction. Gas evolution occurred. The resulting solution was extracted three times with EtOAc. After drying over anhydrous magnesium sulfate, filtration, and concentration, the residue was purified by flash chromatog... The yield is 32.6%. Procedure: To a solution of [5-(4-ethoxybenzyl)thiophen-2-carbonyl]phosphonic acid diethylester (0.54 g) in dichloromethane (14.0 mL) was added bromotrimethylsilane (0.9 mL) at 0° C., and the reaction mixture was stirred for 22 hr at room temperature. Methanol (1.0 mL) was added to the reaction mixture, and the mixture was stirred for 10 min at room temperature. After evaporation, the residue was crystallized from ethyl acetate to give the title compound (0.15 g) as a colorless crystal. The reactants are C(C)OP(OCC)(=O)C(=O)C=1SC(=CC1)CC1=CC=C(C=C1)OCC ([5-(4-ethoxybenzyl)thiophen-2-carbonyl]phosphonic acid diethylester), Br[Si](C)(C)C (bromotrimethylsilane), CO (Methanol). Reaction conditions: time 22 hour. RXN SMILES: C([O:3][P:4]([C:9]([C:11]1[S:12][C:13]([CH2:16][C:17]2[CH:22]=[CH:21][C:20]([O:23][CH2:24][CH3:25])=[CH:19][CH:18]=2)=[CH:14][CH:15]=1)=[O:10])(=[O:8])[O:5]CC)C.Br[Si](C)(C)C.CO>ClCCl>[CH2:24]([O:23][C:20]1[CH:21]=[CH:22][C:17]([CH2:16][C:13]2[S:12][C:11]([C:9]([P:4](=[O:3])([OH:8])[OH:5])=[O:10])=[CH:15][CH:14]=2)=[CH:18][CH:19]=1)[CH3:25]. The solvent is ClCCl (dichloromethane). Product: C(C)OC1=CC=C(CC2=CC=C(S2)C(=O)P(O)(O)=O)C=C1 ([5-(4-Ethoxybenzyl)thiophen-2-carbonyl]phosphonic acid).